From a dataset of the Open Reaction Database (ORD), a public repository of structured organic reaction records. describe an organic reaction: reactants, conditions, products, and yield The reactants are [Al+3], CCCCCCc1ccc(O)cc1O, [Cl-], [Cl-], [Cl-], Cc1ccc(-c2nc(Cl)nc(-c3ccc(C)cc3)n2)cc1, Cl, Cc1ccccc1C. Product: CCCCCCc1cc(-c2nc(-c3ccc(C)cc3)nc(-c3ccc(C)cc3)n2)c(O)cc1O. Reaction SMILES: [Al+3:23].[CH2:26]([CH2:27][CH2:28][CH2:29][CH2:30][CH3:31])[c:32]1[c:33]([OH:39])[cH:34][c:35]([OH:36])[cH:37][cH:38]1.[Cl-:22].[Cl-:24].[Cl-:25].[Cl:1][c:2]1[n:3][c:4](-[c:15]2[cH:16][cH:17][c:18]([CH3:21])[cH:19][cH:20]2)[n:5][c:6](-[c:8]2[cH:9][cH:10][c:11]([CH3:14])[cH:12][cH:13]2)[n:7]1.[ClH:40].[c:41]1([CH3:42])[c:43]([CH3:44])[cH:45][cH:46][cH:47][cH:48]1>>[c:2]1(-[c:37]2[c:35]([OH:36])[cH:34][c:33]([OH:39])[c:32]([CH2:26][CH2:27][CH2:28][CH2:29][CH2:30][CH3:31])[cH:38]2)[n:3][c:4](-[c:15]2[cH:16][cH:17][c:18]([CH3:21])[cH:19][cH:20]2)[n:5][c:6](-[c:8]2[cH:9][cH:10][c:11]([CH3:14])[cH:12][cH:13]2)[n:7]1. Starting materials: C1(=CC=C(C=C1)S(=O)(=O)Cl)C (p-toluenesulfonyl chloride), ClC=1C=CC2=C(CCC(O2)(C)CCO)C1 (6-chloro-3,4-dihydro-2-(2-hydroxyethyl)-2-methyl-2H-benzopyran), Cl (hydrochloric acid). The solvent is N1=CC=CC=C1 (pyridine). Run at temperature 0 celsius, time 1 hour. Product: ClC=1C=CC2=C(CCC(O2)(CCOS(=O)(=O)C2=CC=C(C=C2)C)C)C1 (6-chloro-3,4-dihydro-2-methyl-2-[2-(p-toluenesulfonyloxy)ethyl]-2H-benzopyran). The yield is 81.2%. Reaction SMILES: [Cl:1][C:2]1[CH:3]=[CH:4][C:5]2[O:10][C:9]([CH2:12][CH2:13][OH:14])([CH3:11])[CH2:8][CH2:7][C:6]=2[CH:15]=1.[C:16]1([CH3:26])[CH:21]=[CH:20][C:19]([S:22](Cl)(=[O:24])=[O:23])=[CH:18][CH:17]=1.Cl>N1C=CC=CC=1>[Cl:1][C:2]1[CH:3]=[CH:4][C:5]2[O:10][C:9]([CH3:11])([CH2:12][CH2:13][O:14][S:22]([C:19]3[CH:20]=[CH:21][C:16]([CH3:26])=[CH:17][CH:18]=3)(=[O:24])=[O:23])[CH2:8][CH2:7][C:6]=2[CH:15]=1. Procedure: In a nitrogen atmosphere, 11.0 g (0.0495 mol) of 6-chloro-3,4-dihydro-2-(2-hydroxyethyl)-2-methyl-2H-benzopyran was dissolved in 50 ml of pyridine, the solution was cooled to 0° C. and, with vigorous stirring, 11.3 g of p-toluenesulfonyl chloride was added gradually thereto. After stirring at 0° C. for 1 hour, the reaction mixture was poured into 300 ml of dilute hydrochloric acid and extracted with diethyl ether. The ether layer was washed with water, dried over anhydrous magnesium sulfate and ...